This data is from the Open Reaction Database (ORD), a public repository of structured organic reaction records. The task is: describe an organic reaction: reactants, conditions, products, and yield Reactants: C(C)OC(CC1=CC(=CC=C1)SC1=C(NC2=CC(=CC=C12)Cl)C)=O ([3-(6-chloro-2-methyl-1H-indol-3-ylsulfanyl)-phenyl]-acetic acid ethyl ester), BrC=1C=NC=C(C1)C (3-bromo-5-methylpyridine). Yields the product C(C)OC(CC1=CC(=CC=C1)SC1=C(N(C2=CC(=CC=C12)Cl)C=1C=NC=C(C1)C)C)=O ({3-[6-Chloro-2-methyl-1-(5-methyl-pyridin-3-yl)-1H-indol-3-ylsulfanyl]-phenyl}-acetic acid ethyl ester). RXN SMILES: [CH2:1]([O:3][C:4](=[O:24])[CH2:5][C:6]1[CH:11]=[CH:10][CH:9]=[C:8]([S:12][C:13]2[C:21]3[C:16](=[CH:17][C:18]([Cl:22])=[CH:19][CH:20]=3)[NH:15][C:14]=2[CH3:23])[CH:7]=1)[CH3:2].Br[C:26]1[CH:27]=[N:28][CH:29]=[C:30]([CH3:32])[CH:31]=1>>[CH2:1]([O:3][C:4](=[O:24])[CH2:5][C:6]1[CH:11]=[CH:10][CH:9]=[C:8]([S:12][C:13]2[C:21]3[C:16](=[CH:17][C:18]([Cl:22])=[CH:19][CH:20]=3)[N:15]([C:26]3[CH:27]=[N:28][CH:29]=[C:30]([CH3:32])[CH:31]=3)[C:14]=2[CH3:23])[CH:7]=1)[CH3:2]. Reported procedure: Prepared according to the procedure described in Example 42, Step 4, using the following starting materials: [3-(6-chloro-2-methyl-1H-indol-3-ylsulfanyl)-phenyl]-acetic acid ethyl ester and 3-bromo-5-methylpyridine. The reactants are O=C1CCC(=O)N1Br, COC(=O)c1c(C)cc(Cl)nc1C, CC(=O)O, ClC(Cl)(Cl)Cl. Reaction SMILES: [Br:14][N:15]1[C:16](=[O:17])[CH2:18][CH2:19][C:20]1=[O:21].[CH3:1][O:2][C:3](=[O:4])[c:5]1[c:6]([CH3:13])[n:7][c:8]([Cl:12])[cH:9][c:10]1[CH3:11].[CH3:22][C:23](=[O:24])[OH:25].[Cl:26][C:27]([Cl:28])([Cl:29])[Cl:30]>>[CH3:1][O:2][C:3](=[O:4])[c:5]1[c:6]([CH2:13][Br:14])[n:7][c:8]([Cl:12])[cH:9][c:10]1[CH3:11]. Product: COC(=O)c1c(C)cc(Cl)nc1CBr.